From a dataset of the Open Reaction Database (ORD), a public repository of structured organic reaction records. describe an organic reaction: reactants, conditions, products, and yield Product: N1=C(C=CC=C1)N(C(=O)C1=CC2=C(N(C(=N2)CNC2=CC=C(C=C2)C(NC(C2=CN=CC=C2)=O)=N)C)C=C1)CCC(=O)OC (1-Methyl-2-[N-[4-(N-nicotinoylamidino)phenyl]aminomethyl]benzimidazol-5-yl-carboxylic acid-N-(2-pyridyl)-N-(2-methoxycarbonylethyl)amide). Starting materials: Cl.N1=C(C=CC=C1)N(C(=O)C1=CC2=C(N(C(=N2)CNC2=CC=C(C=C2)C(N)=N)C)C=C1)CCC(=O)OC (1-methyl-2-[N-(4-amidinophenyl)aminomethyl]benzimidazol-5-yl-carboxylic acid-N-(2-pyridyl)-N-(2-methoxycarbonylethyl)amide hydrochloride), C(C1=CN=CC=C1)(=O)Cl (nicotinic acid chloride), C32H30N8O4. Procedure details: Prepared analogously to Example 90 from 1-methyl-2-[N-(4-amidinophenyl)aminomethyl]benzimidazol-5-yl-carboxylic acid-N-(2-pyridyl)-N-(2-methoxycarbonylethyl)amide hydrochloride and nicotinic acid chloride. Yield: 40% of theory, C32H30N8O4 (590.7); Rf value: 0.47 (silica gel; dichloromethane/methanol=9:1); EKA mass spectrum: (M+H)+=591; (M+H+Na)++=307; (M+Na)+=613. The solvent is ClCCl.CO (dichloromethane methanol). Reaction SMILES: Cl.[N:2]1[CH:7]=[CH:6][CH:5]=[CH:4][C:3]=1[N:8]([CH2:32][CH2:33][C:34]([O:36][CH3:37])=[O:35])[C:9]([C:11]1[CH:31]=[CH:30][C:14]2[N:15]([CH3:29])[C:16]([CH2:18][NH:19][C:20]3[CH:25]=[CH:24][C:23]([C:26](=[NH:28])[NH2:27])=[CH:22][CH:21]=3)=[N:17][C:13]=2[CH:12]=1)=[O:10].[C:38](Cl)(=[O:45])[C:39]1[CH:44]=[CH:43][CH:42]=[N:41][CH:40]=1>ClCCl.CO>[N:2]1[CH:7]=[CH:6][CH:5]=[CH:4][C:3]=1[N:8]([CH2:32][CH2:33][C:34]([O:36][CH3:37])=[O:35])[C:9]([C:11]1[CH:31]=[CH:30][C:14]2[N:15]([CH3:29])[C:16]([CH2:18][NH:19][C:20]3[CH:25]=[CH:24][C:23]([C:26](=[NH:27])[NH:28][C:38](=[O:45])[C:39]4[CH:44]=[CH:43][CH:42]=[N:41][CH:40]=4)=[CH:22][CH:21]=3)=[N:17][C:13]=2[CH:12]=1)=[O:10] |f:0.1,3.4|. Isolated yield 40.0%. Starting materials: C(CC)(=O)O (propionic acid), C#CCN[C@@H]1CCC2=C1C=CC=C2 (rasagiline). Solvent: C(C)(C)OC(C)C (diisopropyl ether), C(C)(C)OC(C)C (diisopropyl ether). Conditions: time 90 minute. Product: C#CCN[C@@H]1CCC2=C1C=CC=C2.C(CC)(=O)[O-] (Rasagiline Propanoate). As a reaction SMILES: [C:1]([OH:5])(=[O:4])[CH2:2][CH3:3].[CH:6]#[C:7][CH2:8][NH:9][C@H:10]1[C:14]2[CH:15]=[CH:16][CH:17]=[CH:18][C:13]=2[CH2:12][CH2:11]1>C(OC(C)C)(C)C>[CH:6]#[C:7][CH2:8][NH:9][C@H:10]1[C:14]2[CH:15]=[CH:16][CH:17]=[CH:18][C:13]=2[CH2:12][CH2:11]1.[C:1]([O-:5])(=[O:4])[CH2:2][CH3:3] |f:3.4|. Reported procedure: To a solution of 43 mg (0.58 mmol, 1.0 eq) propionic acid in 0.5 ml diisopropyl ether a solution of 100 mg (0.58 mmol) rasagiline in 0.5 ml diisopropyl ether was added. After stirring for 90 min the solvent was removed in vacuo. The residue was dried in high vacuum for 5 h to yield a thick oil (143 mg, 0.58 mmol, quant.). Reactants: CCOC(=O)NC(=S)NC1CCC(NC(=O)OC(C)(C)C)CC1, CCO, [Na+], [OH-], O. The product is CC(C)(C)OC(=O)NC1CCC(NC(N)=S)CC1. Reaction SMILES: [C:3]([CH3:4])([CH3:5])([CH3:6])[O:7][C:8]([NH:9][CH:10]1[CH2:11][CH2:12][CH:13]([NH:16][C:17](=[S:18])[NH:19][C:20]([O:21][CH2:22][CH3:23])=[O:24])[CH2:14][CH2:15]1)=[O:25].[CH3:27][CH2:28][OH:29].[Na+:2].[OH-:1].[OH2:26]>>[C:3]([CH3:4])([CH3:5])([CH3:6])[O:7][C:8]([NH:9][CH:10]1[CH2:11][CH2:12][CH:13]([NH:16][C:17](=[S:18])[NH2:19])[CH2:14][CH2:15]1)=[O:25].